Task: describe an organic reaction: reactants, conditions, products, and yield. Dataset: the Open Reaction Database (ORD), a public repository of structured organic reaction records Starting materials: NC(=O)CC(N)=O, OC(c1ccccc1)c1ccc(Cl)cc1Cl. Yields the product NC(=O)C(C(N)=O)C(c1ccccc1)c1ccc(Cl)cc1Cl. As a reaction SMILES: [C:17]([CH2:18][C:19](=[O:20])[NH2:21])(=[O:22])[NH2:23].[Cl:1][c:2]1[c:3]([CH:4]([c:5]2[cH:6][cH:7][cH:8][cH:9][cH:10]2)[OH:11])[cH:12][cH:13][c:14]([Cl:16])[cH:15]1>>[Cl:1][c:2]1[c:3]([CH:4]([c:5]2[cH:6][cH:7][cH:8][cH:9][cH:10]2)[CH:18]([C:17](=[O:22])[NH2:23])[C:19](=[O:20])[NH2:21])[cH:12][cH:13][c:14]([Cl:16])[cH:15]1. Starting materials: CCO, CC(C=CC(c1ccc(Cl)cc1)C1CC1)c1ccc(F)c(Oc2ccccc2)c1. The product is CC(CCC(c1ccc(Cl)cc1)C1CC1)c1ccc(F)c(Oc2ccccc2)c1. Reaction SMILES: [CH3:30][CH2:31][OH:32].[CH:1]1([CH:4]([CH:5]=[CH:6][CH:7]([CH3:8])[c:9]2[cH:10][c:11]([O:16][c:17]3[cH:18][cH:19][cH:20][cH:21][cH:22]3)[c:12]([F:15])[cH:13][cH:14]2)[c:23]2[cH:24][cH:25][c:26]([Cl:29])[cH:27][cH:28]2)[CH2:2][CH2:3]1>>[CH:1]1([CH:4]([CH2:5][CH2:6][CH:7]([CH3:8])[c:9]2[cH:10][c:11]([O:16][c:17]3[cH:18][cH:19][cH:20][cH:21][cH:22]3)[c:12]([F:15])[cH:13][cH:14]2)[c:23]2[cH:24][cH:25][c:26]([Cl:29])[cH:27][cH:28]2)[CH2:2][CH2:3]1. Reactants: ClCCC(C(=O)NC1=NOC(=C1)C(C)(C)C)C (4-chloro-N-[5-(1,1-dimethylethyl)-3-isoxazolyl]-2-methylbutanamide), [OH-].[K+] (potassium hydroxide). Solvent: C(C)O (ethanol), O (water), C(C)O (ethanol), O (water). Yields the product CC(C)(C)C1=CC(=NO1)N1C(C(CC1)C)=O (1-[5-(1,1-dimethylethyl)-3-isoxazolyl]-3-methyl-2-pyrrolidinone). RXN SMILES: Cl[CH2:2][CH2:3][CH:4]([CH3:17])[C:5]([NH:7][C:8]1[CH:12]=[C:11]([C:13]([CH3:16])([CH3:15])[CH3:14])[O:10][N:9]=1)=[O:6].[OH-].[K+]>C(O)C.O>[CH3:14][C:13]([C:11]1[O:10][N:9]=[C:8]([N:7]2[CH2:2][CH2:3][CH:4]([CH3:17])[C:5]2=[O:6])[CH:12]=1)([CH3:16])[CH3:15] |f:1.2|. Procedure details: To a solution of 7 g of 4-chloro-N-[5-(1,1-dimethylethyl)-3-isoxazolyl]-2-methylbutanamide in 10 ml of ethanol was added 2 g of powdered potassium hydroxide in 5 ml water and 5 ml ethanol. The mixture was refluxed for 30 minutes, cooled and poured into 40 ml water. A gummy solid was collected by filtration and recrystallized from pentane to afford 1-[5-(1,1-dimethylethyl)-3-isoxazolyl]-3-methyl-2-pyrrolidinone as a solid. mp 89°-90° C. Procedure: 5-Methyl-5-(4-hydroxy-3-isopropyl phenyl)-hexanoic acid methyl ester (10.0 g), glyoxylic acid (6.4 g of the 50% solution in water) and p-toluene sulphonic acid (40 mg) are heated in 40 ml of ethylene chloride under nitrogen at reflux in an apparatus designed for the removal of water. After 5 hours the reaction mixture is cooled to room temperature, washed two times with 25 ml water, dried over magnesium sulphate and evaporated under reduced pressure to give 13 g of 7-isopropyl-5-(4-methoxycarbon... Reaction SMILES: [CH3:1][O:2][C:3](=[O:20])[CH2:4][CH2:5][CH2:6][C:7]([CH3:19])([C:9]1[CH:14]=[CH:13][C:12]([OH:15])=[C:11]([CH:16]([CH3:18])[CH3:17])[CH:10]=1)[CH3:8].[C:21](O)(=[O:24])[CH:22]=[O:23].C1(C)C=CC(S(O)(=O)=O)=CC=1>O.C(Cl)CCl>[CH:16]([C:11]1[C:12]2[O:15][C:22](=[O:23])[CH:21]([OH:24])[C:13]=2[CH:14]=[C:9]([C:7]([CH3:19])([CH3:8])[CH2:6][CH2:5][CH2:4][C:3]([O:2][CH3:1])=[O:20])[CH:10]=1)([CH3:17])[CH3:18]. Product: C(C)(C)C1=CC(=CC=2C(C(OC21)=O)O)C(CCCC(=O)OC)(C)C (7-isopropyl-5-(4-methoxycarbonyl-1,1-dimethylbutyl)-3-hydroxy-3H-benzofuran-2-one). Reactants: COC(CCCC(C)(C1=CC(=C(C=C1)O)C(C)C)C)=O (5-Methyl-5-(4-hydroxy-3-isopropyl phenyl)-hexanoic acid methyl ester), C(C=O)(=O)O (glyoxylic acid), solution, C1(=CC=C(C=C1)S(=O)(=O)O)C (p-toluene sulphonic acid). Run in O (water), C(CCl)Cl (ethylene chloride). Starting materials: O=C1NC2=C(C=CC=C2C1)OC1=C(C=CC=C1)OC (2-oxo-7-(2-methoxyphenoxy)indoline), [OH-].[Na+] (sodium hydroxide). The solvent is O (water), O1CCOCC1 (dioxane). Conditions: time 30 hour. Yields the product NC1=C(C=CC=C1OC1=C(C=CC=C1)OC)CC(=O)[O-].[Na+] (sodium 2-[2-amino-3-(2-methoxyphenoxy)phenyl]acetate). Isolated yield 49.6%. As a reaction SMILES: [O:1]=[C:2]1[CH2:10][C:9]2[C:4](=[C:5]([O:11][C:12]3[CH:17]=[CH:16][CH:15]=[CH:14][C:13]=3[O:18][CH3:19])[CH:6]=[CH:7][CH:8]=2)[NH:3]1.[OH-:20].[Na+:21]>O.O1CCOCC1>[NH2:3][C:4]1[C:5]([O:11][C:12]2[CH:17]=[CH:16][CH:15]=[CH:14][C:13]=2[O:18][CH3:19])=[CH:6][CH:7]=[CH:8][C:9]=1[CH2:10][C:2]([O-:20])=[O:1].[Na+:21] |f:1.2,5.6|. Procedure: A mixture of 2-oxo-7-(2-methoxyphenoxy)indoline (2.7 g) and sodium hydroxide (2.1 g) in water (30 ml) and dioxane (30 ml) was refluxed with stirring for 30 hrs. The reaction mixture was concentrated in vacuo, and the residue was dissolved in water and filtered. The filtrate was washed with diethyl ether, neutralized with 5% sulfuric acid and extracted with diethyl ether. The extract was washed with saline, dried over magnesium sulfate and then evaporated in vacuo. The residue was treated with an... Reactants: O=C1CN(CCCN1)C(=O)OC(C)(C)C (tert-Butyl Hexahydro-3-oxo-1H-1,4-diazepine-1-carboxylate), Cl (hydrogen chloride). Run in O1CCOCC1 (dioxane). Product: Cl.N1C(CNCCC1)=O (Hexahydro-2H-1,4-diazepin-2-one hydrochloride). Reaction SMILES: [O:1]=[C:2]1[NH:8][CH2:7][CH2:6][CH2:5][N:4](C(OC(C)(C)C)=O)[CH2:3]1.[ClH:16]>O1CCOCC1>[ClH:16].[NH:8]1[CH2:7][CH2:6][CH2:5][NH:4][CH2:3][C:2]1=[O:1] |f:3.4|. Reported procedure: Compound from Step B was treated with 4 N hydrogen chloride in dioxane at ambient temperature for 2.5 h. Concentration gave the title compound. The reactants are O=C(O)C(=O)Cn1nnnc1S, CCCCCC, CCO, CC(C)OC(C)C, [Na+], [OH-], [Zn]. Product: O=C(O)C(O)Cn1nnnc1S. RXN SMILES: [C:1](=[O:2])([C:3](=[O:4])[OH:5])[CH2:6][n:7]1[n:8][n:9][n:10][c:11]1[SH:12].[CH3:22][CH2:23][CH2:24][CH2:25][CH2:26][CH3:27].[CH3:28][CH2:29][OH:30].[CH:15]([O:16][CH:17]([CH3:18])[CH3:19])([CH3:20])[CH3:21].[Na+:14].[OH-:13].[Zn:31]>>[CH:1]([OH:2])([C:3](=[O:4])[OH:5])[CH2:6][n:7]1[n:8][n:9][n:10][c:11]1[SH:12].